Dataset: the Open Reaction Database (ORD), a public repository of structured organic reaction records. Task: describe an organic reaction: reactants, conditions, products, and yield Reactants: FC1=C(C=CC(=C1)F)[N+](=O)[O-] (2,4-Difluoro-nitrobenzene), C1(CCCCC1)C=1NC=C(N1)C (2-Cyclohexyl-4-methylimidazole), C([O-])([O-])=O.[K+].[K+] (potassium carbonate). Solvent: C(C)#N (acetonitrile). Product: C1(CCCCC1)C=1N(C=C(N1)C)C1=C(C=CC(=C1)F)[N+](=O)[O-] (2-(2-Cyclohexyl-4-methyl-imidazol-1-yl)-4-fluoro-nitrobenzene). RXN SMILES: F[C:2]1[CH:7]=[C:6]([F:8])[CH:5]=[CH:4][C:3]=1[N+:9]([O-:11])=[O:10].[CH:12]1([C:18]2[NH:19][CH:20]=[C:21]([CH3:23])[N:22]=2)[CH2:17][CH2:16][CH2:15][CH2:14][CH2:13]1.C(=O)([O-])[O-].[K+].[K+]>C(#N)C>[CH:12]1([C:18]2[N:19]([C:2]3[CH:7]=[C:6]([F:8])[CH:5]=[CH:4][C:3]=3[N+:9]([O-:11])=[O:10])[CH:20]=[C:21]([CH3:23])[N:22]=2)[CH2:13][CH2:14][CH2:15][CH2:16][CH2:17]1 |f:2.3.4|. Procedure: 15.9 g (0.1 mol) 2,4-Difluoro-nitrobenzene, 16.5 g 2-Cyclohexyl-4-methylimidazole, 30 g potassium carbonate, and 150 ml acetonitrile were heated 24 hours at 60° C. After cooling the product was filtered off, washed with 100 ml acetonitrile, evaporated to dryness and chromatographed on silica gel with 5% MeOH/CH2Cl2. The reactants are ClC=1C=C(C=CC1Cl)[C@@H]1CNCC[C@H]1N(C(C1=CC=C(C=C1)C(F)(F)F)=O)C (N-[(3R,4R)-3-(3,4-dichlorophenyl)piperidin-4-yl]-N-methyl-4-(trifluoromethyl)benzamide), C1(CC1)C(=O)N1CCC(CC1)C(=O)O (1-(cyclopropylcarbonyl)piperidine-4-carboxylic acid). Product: C1(CC1)C(=O)N1CCC(CC1)C(=O)N1C[C@H]([C@@H](CC1)N(C(C1=CC=C(C=C1)C(F)(F)F)=O)C)C1=CC(=C(C=C1)Cl)Cl (N-[(3R,4R)-1-{[1-(cyclopropylcarbonyl)piperidin-4-yl]carbonyl}-3-(3,4-dichlorophenyl)piperidin-4-yl]-N-methyl-4-(trifluoromethyl)benzamide). Reaction SMILES: [Cl:1][C:2]1[CH:3]=[C:4]([C@H:9]2[C@H:14]([N:15]([CH3:28])[C:16](=[O:27])[C:17]3[CH:22]=[CH:21][C:20]([C:23]([F:26])([F:25])[F:24])=[CH:19][CH:18]=3)[CH2:13][CH2:12][NH:11][CH2:10]2)[CH:5]=[CH:6][C:7]=1[Cl:8].[CH:29]1([C:32]([N:34]2[CH2:39][CH2:38][CH:37]([C:40](O)=[O:41])[CH2:36][CH2:35]2)=[O:33])[CH2:31][CH2:30]1>>[CH:29]1([C:32]([N:34]2[CH2:35][CH2:36][CH:37]([C:40]([N:11]3[CH2:12][CH2:13][C@@H:14]([N:15]([CH3:28])[C:16](=[O:27])[C:17]4[CH:22]=[CH:21][C:20]([C:23]([F:26])([F:24])[F:25])=[CH:19][CH:18]=4)[C@H:9]([C:4]4[CH:5]=[CH:6][C:7]([Cl:8])=[C:2]([Cl:1])[CH:3]=4)[CH2:10]3)=[O:41])[CH2:38][CH2:39]2)=[O:33])[CH2:30][CH2:31]1. Procedure: Using the compound obtained in step 1 and 1-(cyclopropylcarbonyl)piperidine-4-carboxylic acid, and by the reaction and purification in the same manner as in Example 97, the title compound was obtained. Reactants: C(C)(C)(C)OC(=O)N1C(CCCC1)CCOC1=C(C(NC2=CC(=C(C=C12)I)Cl)=O)C1=CC(=CC(=C1)C)C (2-{2-[7-chloro-3-(3,5-dimethylphenyl)-6-iodo-2-oxo-1,2-dihydro-quinolin-4-yloxy]-ethyl}-piperidine-1-carboxylic acid tert-butyl ester), CN(C=O)C (N,N-dimethylformamide), dichlorobis(triphenylphosphine) palladium (II), C(C)(N)=NO (acetamide oxime). Solvent: C(C)(=O)OCC (ethyl acetate), Cl (hydrochloric acid), C(C)N(CC)CC (triethylamine). Conditions: time 12 hour. Product: C(C)(C)(C)OC(=O)N1C(CCCC1)CCOC1=C(C(NC2=CC(=C(C=C12)C1=NC(=NO1)C)Cl)=O)C1=CC(=CC(=C1)C)C (2-{2-[7-chloro-3-(3,5-dimethylphenyl)-6-(3-methyl-[1,2,4]oxadiazol-5-yl)-2-oxo-1,2-dihydroquinolin-4-yloxy]-ethyl}-piperidine-1-carboxylic acid tert-butyl ester). RXN SMILES: [C:1]([O:5][C:6]([N:8]1[CH2:13][CH2:12][CH2:11][CH2:10][CH:9]1[CH2:14][CH2:15][O:16][C:17]1[C:26]2[C:21](=[CH:22][C:23]([Cl:28])=[C:24](I)[CH:25]=2)[NH:20][C:19](=[O:29])[C:18]=1[C:30]1[CH:35]=[C:34]([CH3:36])[CH:33]=[C:32]([CH3:37])[CH:31]=1)=[O:7])([CH3:4])([CH3:3])[CH3:2].[C:38](=[N:41][OH:42])([NH2:40])[CH3:39].[CH3:43]N(C)C=O>C(N(CC)CC)C.C(OCC)(=O)C.Cl>[C:1]([O:5][C:6]([N:8]1[CH2:13][CH2:12][CH2:11][CH2:10][CH:9]1[CH2:14][CH2:15][O:16][C:17]1[C:26]2[C:21](=[CH:22][C:23]([Cl:28])=[C:24]([C:43]3[O:42][N:41]=[C:38]([CH3:39])[N:40]=3)[CH:25]=2)[NH:20][C:19](=[O:29])[C:18]=1[C:30]1[CH:35]=[C:34]([CH3:36])[CH:33]=[C:32]([CH3:37])[CH:31]=1)=[O:7])([CH3:4])([CH3:3])[CH3:2]. Procedure: To a solution of 2-{2-[7-chloro-3-(3,5-dimethylphenyl)-6-iodo-2-oxo-1,2-dihydro-quinolin-4-yloxy]-ethyl}-piperidine-1-carboxylic acid tert-butyl ester (EXAMPLE 4.2 Step B, 200 mg in a mixture of 3 mL dry N,N-dimethylformamide and 0.9 mL triethylamine) was added 118 mg of acetamide oxime followed by 11 mg of dichlorobis(triphenylphosphine) palladium (II) and the mixture heated to reflux on an oil bath under an atmosphere of carbon monoxide. After 12 hours, the mixture was cooled to room temperatu... Starting materials: C(#N)C1=NC(=C(C2=CC(=CC=C12)OC1=C(C=CC=C1)C)O)C(=O)OCCCC (Butyl 1-cyano-4-hydroxy-6-(o-tolyloxy)isoquinoline-3-carboxylate), OC(=O)C(F)(F)F.NCC(C(=O)O)(C)C (3-amino-2,2-dimethyl-propionic acid TFA salt), C[O-].[Na+] (NaOMe). Run in CCO (EtOH). Product: C(#N)C1=NC(=C(C2=CC(=CC=C12)OC1=C(C=CC=C1)C)O)C(=O)NCC(C(=O)O)(C)C (3-(1-Cyano-4-hydroxy-6-(o-tolyloxy)isoquinoline-3-carboxamido)-2,2-dimethylpropanoic acid). As a reaction SMILES: [C:1]([C:3]1[C:12]2[C:7](=[CH:8][C:9]([O:13][C:14]3[CH:19]=[CH:18][CH:17]=[CH:16][C:15]=3[CH3:20])=[CH:10][CH:11]=2)[C:6]([OH:21])=[C:5]([C:22](OCCCC)=[O:23])[N:4]=1)#[N:2].OC(C(F)(F)F)=O.[NH2:36][CH2:37][C:38]([CH3:43])([CH3:42])[C:39]([OH:41])=[O:40].C[O-].[Na+]>CCO>[C:1]([C:3]1[C:12]2[C:7](=[CH:8][C:9]([O:13][C:14]3[CH:19]=[CH:18][CH:17]=[CH:16][C:15]=3[CH3:20])=[CH:10][CH:11]=2)[C:6]([OH:21])=[C:5]([C:22]([NH:36][CH2:37][C:38]([CH3:43])([CH3:42])[C:39]([OH:41])=[O:40])=[O:23])[N:4]=1)#[N:2] |f:1.2,3.4|. Procedure: Butyl 1-cyano-4-hydroxy-6-(o-tolyloxy)isoquinoline-3-carboxylate (11 mg, 0.03 mmol), 3-amino-2,2-dimethyl-propionic acid TFA salt (27.1 mg, 0.12 mmol) and NaOMe (12.3 mg, 0.23 mmol) in EtOH (3 mL) were heated at 150° C. in a microwave for 90 minutes. The solvent was removed in vacuo and the residue was dissolved in H2O (15 mL) and EtOAc (15 mL). To the stirred mixture was added 1 N hydrochloric acid until pH was 1. The layers were separated and the aqueous layer was extracted twice with EtOAc. T... The reactants are Cc1ccc2ccccc2c1O, Nc1ccc(O)c(C(O)CO)c1. Yields the product Cc1ccc2ccccc2c1O, Nc1ccc(O)cc1. RXN SMILES: [CH3:13][c:14]1[c:15]([OH:24])[c:16]2[cH:17][cH:18][cH:19][cH:20][c:21]2[cH:22][cH:23]1.[NH2:1][c:2]1[cH:3][cH:4][c:5]([OH:12])[c:6]([CH:8]([OH:9])[CH2:10][OH:11])[cH:7]1>>[CH3:13][c:14]1[c:15]([OH:24])[c:16]2[cH:17][cH:18][cH:19][cH:20][c:21]2[cH:22][cH:23]1.[NH2:1][c:2]1[cH:3][cH:4][c:5]([OH:12])[cH:6][cH:7]1. Starting materials: C(C)OC(CNC(=O)NC(C(CC1CCCC1)C1=CC(=C(C=C1)Cl)Cl)=O)=O ({3-[3-cyclopentyl-2-(3,4-dichloro-phenyl)-propionyl]-ureido}-acetic acid ethyl ester), [OH-].[K+] (potassium hydroxide). The solvent is C(C)O (ethanol), O (water), O (water). Run at temperature 25 celsius, time 2 hour. The product is C1(CCCC1)CC(C(=O)NC(NCC(=O)O)=O)C1=CC(=C(C=C1)Cl)Cl ({3-[3-cyclopentyl-2-(3,4-dichloro-phenyl)-propionyl]-ureido}-acetic acid). The yield is 58.4%. RXN SMILES: C([O:3][C:4](=[O:27])[CH2:5][NH:6][C:7]([NH:9][C:10](=[O:26])[CH:11]([C:18]1[CH:23]=[CH:22][C:21]([Cl:24])=[C:20]([Cl:25])[CH:19]=1)[CH2:12][CH:13]1[CH2:17][CH2:16][CH2:15][CH2:14]1)=[O:8])C.[OH-].[K+]>C(O)C.O>[CH:13]1([CH2:12][CH:11]([C:18]2[CH:23]=[CH:22][C:21]([Cl:24])=[C:20]([Cl:25])[CH:19]=2)[C:10]([NH:9][C:7](=[O:8])[NH:6][CH2:5][C:4]([OH:27])=[O:3])=[O:26])[CH2:17][CH2:16][CH2:15][CH2:14]1 |f:1.2|. Reported procedure: A solution of {3-[3-cyclopentyl-2-(3,4-dichloro-phenyl)-propionyl]-ureido}-acetic acid ethyl ester (prepared in Example 12B-d, 77 mg, 0.19 mmol) in ethanol (5 mL) at 25° C. was treated with a solution of potassium hydroxide (36 mg, 0.65 mmol) in water (1 mL). The reaction mixture was stirred at 25° C. for 2 h. At this time, the reaction was diluted with water (5 mL) and the ethanol was removed in vacuo. The aqueous layer was then acidified to pH=2 with a 1N aqueous hydrochloric acid solution and... The reactants are COC=1C(=CC=2C=3N(C(=NC2C1)\C=C(/O)\C=1C=NC=CC1)CCN3)OC ((Z)-2-(8,9-dimethoxy-2,3-dihydroimidazo[1,2-c]quinazolin-5-yl)-1-(3-pyridinyl)ethenol), Cl (HCl). The solvent is O1CCOCC1 (dioxane). Reaction conditions: time 30 minute. Yields the product Cl.COC=1C(=CC=2C=3N(C(=NC2C1)\C=C(/O)\C=1C=NC=CC1)CCN3)OC ((Z)-2-(8,9-dimethoxy-2,3-dihydroimidazo[1,2-c]quinazolin-5-yl)-1-(3-pyridinyl)ethenol hydrochloride). As a reaction SMILES: [CH3:1][O:2][C:3]1[C:4]([O:25][CH3:26])=[CH:5][C:6]2[C:7]3[N:8]([CH2:22][CH2:23][N:24]=3)[C:9](/[CH:13]=[C:14](/[C:16]3[CH:17]=[N:18][CH:19]=[CH:20][CH:21]=3)\[OH:15])=[N:10][C:11]=2[CH:12]=1.[ClH:27]>O1CCOCC1>[ClH:27].[CH3:1][O:2][C:3]1[C:4]([O:25][CH3:26])=[CH:5][C:6]2[C:7]3[N:8]([CH2:22][CH2:23][N:24]=3)[C:9](/[CH:13]=[C:14](/[C:16]3[CH:17]=[N:18][CH:19]=[CH:20][CH:21]=3)\[OH:15])=[N:10][C:11]=2[CH:12]=1 |f:3.4|. Reported procedure: To a solution of (Z)-2-(8,9-dimethoxy-2,3-dihydroimidazo[1,2-c]quinazolin-5-yl)-1-(3-pyridinyl)ethenol (16.8 mg, 0.05 mmol)) in dioxane (15 ml) at room temperature was added aqueous 6N HCl solution (0.05 ml). After being stirred for 30 minutes, the mixture was dried under reduced pressure to give (Z)-2-(8,9-dimethoxy-2,3-dihydroimidazo[1,2-c]quinazolin-5-yl)-1-(3-pyridinyl)ethenol hydrochloride (18.5 mg, quantitative) as a yellow solid. Reactants: C(C)C=1C=C(C(=CC1)OC)OC (4-ethylveratrole), C(C)(=O)O (acetic acid), Br (hydrobromic acid). The solvent is O (water). Yields the product C(C)C=1C=C(C(O)=CC1)O (4-ethylcatechol). Isolated yield 89.0%. As a reaction SMILES: [CH2:1]([C:3]1[CH:4]=[C:5]([O:11]C)[C:6]([O:9]C)=[CH:7][CH:8]=1)[CH3:2].C(O)(=O)C.Br>O>[CH2:1]([C:3]1[CH:4]=[C:5]([OH:11])[C:6](=[CH:7][CH:8]=1)[OH:9])[CH3:2]. Reported procedure: A mixture of 10.0 g (60.2 mM) of 4-ethylveratrole, 38.4 g (639 mM) of acetic acid and 115.0 g (668 mM) of 47% hydrobromic acid was heated under reflux for 4 hours with stirring. After cooling to the room temperature, 100 ml of water was added and the resultant mixture was extracted three times with each 110 ml of ether. The ether extract was successively washed with 110 ml of water, 150 g of 5% aqueous sodium thiosulfate solution and further twice with each 110 ml of water. The resulting ether s...